Task: describe an organic reaction: reactants, conditions, products, and yield. Dataset: the Open Reaction Database (ORD), a public repository of structured organic reaction records Reaction SMILES: [CH3:1][c:2]1[cH:3][c:4]2[c:5]([cH:11][c:12]1[CH3:13])[C:6](=[O:7])[O:8][C:9]2=[O:10].[O:15]1[CH2:16][CH2:17][CH2:18][CH2:19]1.[OH2:14]>>[CH3:1][c:2]1[cH:3][c:4]2[c:5]([cH:11][c:12]1[CH3:13])[C:6](=[O:7])[O:8][CH:9]2[OH:10]. Reactants: Cc1cc2c(cc1C)C(=O)OC2=O, C1CCOC1, O. Product: Cc1cc2c(cc1C)C(O)OC2=O. Reactants: NC1=C(C(=O)C2=CC(=C(C(=C2)OC)O)OC)C=C(C(=C1)OC)OC (2-amino-4,5,3',5'-tetramethoxy-4'-hydroxybenzophenone), C1C(=O)COC1=O (tetronic acid). The reagents and catalysts are S(O)(O)(=O)=O (sulfuric acid). Run in C(C)(=O)O (acetic acid). Run at temperature 100 celsius, time 1.5 hour. Yields the product COC=1C(=CC=2C(=C3C(=NC2C1)COC3=O)C3=CC(=C(C(=C3)OC)O)OC)OC (6,7-dimethoxy-9-(4-hydroxy-3,5-dimethoxyphenyl)furo[3,4-b]quinoline -1(3H)-one). Yield: 87.9%. RXN SMILES: [NH2:1][C:2]1[CH:20]=[C:19]([O:21][CH3:22])[C:18]([O:23][CH3:24])=[CH:17][C:3]=1[C:4]([C:6]1[CH:11]=[C:10]([O:12][CH3:13])[C:9]([OH:14])=[C:8]([O:15][CH3:16])[CH:7]=1)=O.[CH2:25]1[C:30](=[O:31])[O:29][CH2:28][C:26]1=O>S(=O)(=O)(O)O.C(O)(=O)C>[CH3:22][O:21][C:19]1[C:18]([O:23][CH3:24])=[CH:17][C:3]2[C:4]([C:6]3[CH:11]=[C:10]([O:12][CH3:13])[C:9]([OH:14])=[C:8]([O:15][CH3:16])[CH:7]=3)=[C:25]3[C:30](=[O:31])[O:29][CH2:28][C:26]3=[N:1][C:2]=2[CH:20]=1. Procedure details: One drop of conc. sulfuric acid was added to a mixture of 2-amino-4,5,3',5'-tetramethoxy-4'-hydroxybenzophenone (0.333 g), tetronic acid (tetrahydrofuran-2,4-dione) (0.11 g) and acetic acid (10 ml), and the mixture was stirred at 100° C. for 1.5 hours. The reaction mixture was concentrated under reduced pressure. The residual oil was poured into water, neutralized with an aqueous saturated sodium bicarbonate solution and extracted with chloroform. The chloroform layer was washed with water and d...